Dataset: the Open Reaction Database (ORD), a public repository of structured organic reaction records. Task: describe an organic reaction: reactants, conditions, products, and yield Starting materials: O=C([O-])[O-], O=[N+]([O-])c1cccnc1Cl, [K+], [K+], CN(C)C=O, O, c1cn[nH]c1. Yields the product O=[N+]([O-])c1cccnc1-n1cccn1. RXN SMILES: [C:16](=[O:17])([O-:18])[O-:19].[Cl:1][c:2]1[n:3][cH:4][cH:5][cH:6][c:7]1[N+:8](=[O:9])[O-:10].[K+:20].[K+:21].[O:22]=[CH:23][N:24]([CH3:25])[CH3:26].[OH2:27].[nH:11]1[n:12][cH:13][cH:14][cH:15]1>>[c:2]1(-[n:11]2[n:12][cH:13][cH:14][cH:15]2)[n:3][cH:4][cH:5][cH:6][c:7]1[N+:8](=[O:9])[O-:10]. Starting materials: Cl (hydrochloric acid), Cl.CC(C)O (HCl 2-propanol), FC1=CC2=C(CC3=C(C=C2)C=CC=C3)C=C1 (2-fluoro-5H-dibenzo[a,d]cycloheptene). The solvent is C(C)OCC (diethyl ether). The product is FC=1C=CC2=C(C3C(O3)C3=C(C2)C=CC=C3)C1 (3-fluoro-6,10b-dihydro-1aH-dibenzo-[3,4:6,7]cyclohept[1,2-b]oxirene). Yield: 43.0%. As a reaction SMILES: [F:1][C:2]1[CH:16]=[CH:15][C:5]2[CH2:6][C:7]3[CH:14]=[CH:13][CH:12]=[CH:11][C:8]=3[CH:9]=[CH:10][C:4]=2[CH:3]=1.Cl.Cl.CC([OH:22])C>C(OCC)C>[F:1][C:2]1[CH:16]=[CH:15][C:5]2[CH2:6][C:7]3[CH:14]=[CH:13][CH:12]=[CH:11][C:8]=3[CH:9]3[O:22][CH:10]3[C:4]=2[CH:3]=1 |f:2.3|. Procedure: Compound 1 was dissolved in diethyl ether (20 ml) and converted into the hydrochloric acid salt (1:1) by dropwise addition of 6 N HCl/2-propanol. The solvent was evaporated. The residue was triturated under boiling 2-propanone, filtered off and dried, yielding 2.17 g (43%) of (±)-(2α,3aβ,12bα)-11-fluoro-3,3a,8,12b-tetrahydro-N, N-dimethyl-2H-dibenzo[3,4:6,7]cyclohepta[1,2-b]furan-2-methanamine hydrochloride (compound 2; mp. 239.1° C.). Reactants: COC(C1=C(C=CC(=C1)COC)CN1C(CCCC1C1=NC=CC=C1C)C1=NC=CC=C1C)=O (2-(3,3″-dimethyl-3′,4′,5′,6′-tetrahydro-2′H-[2,2′;6′,2″]terpyridin-1′-ylmethyl)-5-methoxymethyl-benzoic acid methyl ester), [Li+].[BH4-] (LiBH4). Solvent: [OH-].[Na+] (NaOH), C1CCOC1 (THF). Yields the product CC=1C(=NC=CC1)C1N(C(CCC1)C1=NC=CC=C1C)CC1=C(C=C(C=C1)COC)CO ([2-(3,3″-dimethyl-3′,4′,5′,6′-tetrahydro-2′H-[2,2′;6′,2″]terpyridin-1′-ylmethyl)-5-methoxymethyl-phenyl]-methanol). Yield: 84.4%. As a reaction SMILES: C[O:2][C:3](=O)[C:4]1[CH:9]=[C:8]([CH2:10][O:11][CH3:12])[CH:7]=[CH:6][C:5]=1[CH2:13][N:14]1[CH:19]([C:20]2[C:25]([CH3:26])=[CH:24][CH:23]=[CH:22][N:21]=2)[CH2:18][CH2:17][CH2:16][CH:15]1[C:27]1[C:32]([CH3:33])=[CH:31][CH:30]=[CH:29][N:28]=1.[Li+].[BH4-]>C1COCC1.[OH-].[Na+]>[CH3:26][C:25]1[C:20]([CH:19]2[CH2:18][CH2:17][CH2:16][CH:15]([C:27]3[C:32]([CH3:33])=[CH:31][CH:30]=[CH:29][N:28]=3)[N:14]2[CH2:13][C:5]2[CH:6]=[CH:7][C:8]([CH2:10][O:11][CH3:12])=[CH:9][C:4]=2[CH2:3][OH:2])=[N:21][CH:22]=[CH:23][CH:24]=1 |f:1.2,4.5|. Procedure details: To a solution of 2-(3,3″-dimethyl-3′,4′,5′,6′-tetrahydro-2′H-[2,2′;6′,2″]terpyridin-1′-ylmethyl)-5-methoxymethyl-benzoic acid methyl ester (0.191 g, 0.42 mmol) in THF (8 mL) was added LiBH4 (89 mg, 4.07 mmol) and the mixture was heated to reflux for 3 hours then cooled to room temperature. The mixture was diluted with 1.0 N NaOH (5 mL) and extracted with CH2Cl2 (5×15 mL). The combined organic extracts were dried (Na2SO4) and concentrated. Purification of the crude material by radial chromatograp... Reactants: O=C([O-])[O-], [K+], [K+], O=[N+]([O-])c1ccc2cn[nH]c2c1, CS(=O)(=O)OCCN1CCOC1=O, CN(C)C=O. The product is O=C1OCCN1CCn1ncc2ccc([N+](=O)[O-])cc21. Reaction SMILES: [C:13](=[O:14])([O-:15])[O-:16].[K+:17].[K+:18].[N+:1](=[O:2])([O-:3])[c:4]1[cH:5][cH:6][c:7]2[cH:8][n:9][nH:10][c:11]2[cH:12]1.[O:19]=[C:20]1[O:21][CH2:22][CH2:23][N:24]1[CH2:25][CH2:26][O:27][S:28]([CH3:29])(=[O:30])=[O:31].[O:32]=[CH:33][N:34]([CH3:35])[CH3:36]>>[N+:1](=[O:2])([O-:3])[c:4]1[cH:5][cH:6][c:7]2[cH:8][n:9][n:10]([CH2:26][CH2:25][N:24]3[C:20](=[O:19])[O:21][CH2:22][CH2:23]3)[c:11]2[cH:12]1. Reactants: FC1=CC=2C(N3C(N(C2C=C1)C)=CC(=N3)C(=O)OCC)=O (7-fluoro-4,9-dihydro-4-methyl-9-oxo-pyrazolo[5,1-b]quinazoline-2-carboxylic acid, ethyl ester), [OH-].[Na+] (sodium hydroxide). Solvent: CO (methanol). The product is FC1=CC=2C(N3C(N(C2C=C1)C)=CC(=N3)C(=O)O)=O (7fluoro-4,9-dihydro-4-methyl-9-oxo-pyrazolo[5,1-b]quinazoline-2-carboxylic acid). RXN SMILES: [F:1][C:2]1[CH:11]=[CH:10][C:9]2[N:8]([CH3:12])[C:7]3=[CH:13][C:14]([C:16]([O:18]CC)=[O:17])=[N:15][N:6]3[C:5](=[O:21])[C:4]=2[CH:3]=1.[OH-].[Na+]>CO>[F:1][C:2]1[CH:11]=[CH:10][C:9]2[N:8]([CH3:12])[C:7]3=[CH:13][C:14]([C:16]([OH:18])=[O:17])=[N:15][N:6]3[C:5](=[O:21])[C:4]=2[CH:3]=1 |f:1.2|. Reported procedure: From 3.5 g of 7-fluoro-4,9-dihydro-4-methyl-9-oxo-pyrazolo[5,1-b]quinazoline-2-carboxylic acid, ethyl ester, 50 ml of 1 N aqueous sodium hydroxide and 175 ml of methanol, following the procedure of Example 14, there is obtained 7fluoro-4,9-dihydro-4-methyl-9-oxo-pyrazolo[5,1-b]quinazoline-2-carboxylic acid; mp 295° C., after crystallization from dimethylformamide/methanol. The reactants are CN(CC1CC(=O)c2ccc(S(=O)(=O)c3ccccc3)cc2O1)C(=O)OC(C)(C)C, CO, Cl, [OH-], [OH-], [Pd+2]. Product: CN(CC1CCc2ccc(S(=O)(=O)c3ccccc3)cc2O1)C(=O)OC(C)(C)C. Reaction SMILES: [C:1]([CH3:2])([CH3:3])([CH3:4])[O:5][C:6]([N:7]([CH3:8])[CH2:9][CH:10]1[O:11][c:12]2[cH:13][c:14]([S:21](=[O:22])(=[O:23])[c:24]3[cH:25][cH:26][cH:27][cH:28][cH:29]3)[cH:15][cH:16][c:17]2[C:18](=[O:20])[CH2:19]1)=[O:30].[CH3:32][OH:33].[ClH:31].[OH-:34].[OH-:35].[Pd+2:36]>>[C:1]([CH3:2])([CH3:3])([CH3:4])[O:5][C:6]([N:7]([CH3:8])[CH2:9][CH:10]1[O:11][c:12]2[cH:13][c:14]([S:21](=[O:22])(=[O:23])[c:24]3[cH:25][cH:26][cH:27][cH:28][cH:29]3)[cH:15][cH:16][c:17]2[CH2:18][CH2:19]1)=[O:30]. Reactants: O (water), ClCC1=CC=C(C=C1)CNC(C)=O (N-(4-chloromethylphenylmethyl)acetamide), [N+](=O)([O-])C1=CN=C(S1)N1CCNCC1 (1-(5-nitrothiazol-2-yl) piperazine), C([O-])([O-])=O.[K+].[K+] (potassium carbonate). Solvent: CN(C=O)C (dimethylformamide). Product: [N+](=O)([O-])C1=CN=C(S1)N1CCN(CC1)CC1=CC=C(C=C1)CNC(C)=O (N-(4-((4-(5-Nitrothiazol-2-yl)piperazin-1-yl)methyl)phenylmethyl)acetamide). The yield is 171.2%. RXN SMILES: Cl[CH2:2][C:3]1[CH:8]=[CH:7][C:6]([CH2:9][NH:10][C:11](=[O:13])[CH3:12])=[CH:5][CH:4]=1.[N+:14]([C:17]1[S:21][C:20]([N:22]2[CH2:27][CH2:26][NH:25][CH2:24][CH2:23]2)=[N:19][CH:18]=1)([O-:16])=[O:15].C(=O)([O-])[O-].[K+].[K+].O>CN(C)C=O>[N+:14]([C:17]1[S:21][C:20]([N:22]2[CH2:23][CH2:24][N:25]([CH2:2][C:3]3[CH:8]=[CH:7][C:6]([CH2:9][NH:10][C:11](=[O:13])[CH3:12])=[CH:5][CH:4]=3)[CH2:26][CH2:27]2)=[N:19][CH:18]=1)([O-:16])=[O:15] |f:2.3.4|. Procedure details: A solution of N-(4-chloromethylphenylmethyl)acetamide (0.5 g), 1-(5-nitrothiazol-2-yl) piperazine (0.5 g) and potassium carbonate (0.5 g) in dimethylformamide (15 ml) was stirred at 80° C. for 3.5 hr. The reaction mixture was poured into water and extracted with ethyl acetate. The extract was washed with saturated brine and dried over anhydrous sodium sulfate. The solvent was evaporated to give a yellow solid (1.5 g). The obtained pale-yellow solid was crystallized from ethyl acetate to give the... The reactants are CCOC(=O)CCCCCCC1CCCC1=O, CC(=O)OC(C)=O, CC(=O)O, O, Cc1ccc(S(=O)(=O)O)cc1. Yields the product CCOC(=O)CCCCCCC1=C(OC(C)=O)CCC1. RXN SMILES: [C:1](=[O:2])([O:3][CH2:4][CH3:5])[CH2:6][CH2:7][CH2:8][CH2:9][CH2:10][CH2:11][CH:12]1[C:13](=[O:17])[CH2:14][CH2:15][CH2:16]1.[CH3:18][C:19](=[O:20])[O:21][C:22](=[O:23])[CH3:24].[CH3:37][C:38](=[O:39])[OH:40].[OH2:25].[c:26]1([CH3:27])[cH:28][cH:29][c:30]([S:31]([OH:32])(=[O:33])=[O:34])[cH:35][cH:36]1>>[C:1](=[O:2])([O:3][CH2:4][CH3:5])[CH2:6][CH2:7][CH2:8][CH2:9][CH2:10][CH2:11][C:12]1=[C:13]([O:17][C:19]([CH3:18])=[O:20])[CH2:14][CH2:15][CH2:16]1. RXN SMILES: [C:1]([C:4]1[CH:5]=[N:6][CH:7]=[CH:8][C:9]=1[CH2:10][CH:11]1[CH2:20][CH2:19][C:18]2[C:13](=[CH:14][CH:15]=[C:16]([O:21][CH3:22])[CH:17]=2)[C:12]1=[O:23])(=[O:3])[CH3:2].[F:24][C:25]([F:35])([F:34])[C:26]1[CH:27]=[C:28]([CH:31]=[CH:32][CH:33]=1)[CH2:29][Br:30]>>[Br-:30].[C:1]([C:4]1[CH:5]=[N+:6]([CH2:29][C:28]2[CH:31]=[CH:32][CH:33]=[C:26]([C:25]([F:24])([F:34])[F:35])[CH:27]=2)[CH:7]=[CH:8][C:9]=1[CH2:10][CH:11]1[CH2:20][CH2:19][C:18]2[C:13](=[CH:14][CH:15]=[C:16]([O:21][CH3:22])[CH:17]=2)[C:12]1=[O:23])(=[O:3])[CH3:2] |f:2.3|. Reactants: C(C)(=O)C=1C=NC=CC1CC1C(C2=CC=C(C=C2CC1)OC)=O (2-[(3-acetyl-4-pyridyl)methyl]-6-methoxy-tetralin-1-one), FC(C=1C=C(CBr)C=CC1)(F)F (3-trifluoromethylbenzyl bromide). Procedure details: The title compound 124 is prepared according to the procedure reported in Example 38.1 with compound 103 (62 mg, 0.2 mmol) and 3-trifluoromethylbenzyl bromide (52 μL, 0.34 mmol) as reactants. White solid. (Yield 89.9 mg, 82%). The product is [Br-].C(C)(=O)C=1C=[N+](C=CC1CC1C(C2=CC=C(C=C2CC1)OC)=O)CC1=CC(=CC=C1)C(F)(F)F (2-[[3-acetyl-1-[[3-(trifluoromethyl)phenyl]methyl]pyridin-1-ium-4-yl]methyl]-6-methoxy-tetralin-1-one bromide).